This data is from the Open Reaction Database (ORD), a public repository of structured organic reaction records. The task is: describe an organic reaction: reactants, conditions, products, and yield The reactants are CC(C)=NN, Cl, CCOC(=N)c1oc2ccccc2c1O, c1ccccc1. Product: N=C(O)c1oc2ccccc2c1O. Reaction SMILES: [CH3:17][C:18](=[N:19][NH2:20])[CH3:21].[ClH:1].[OH:2][c:3]1[c:4]2[c:5]([o:6][c:7]1[C:8]([O:9][CH2:10][CH3:11])=[NH:12])[cH:13][cH:14][cH:15][cH:16]2.[cH:22]1[cH:23][cH:24][cH:25][cH:26][cH:27]1>>[OH:2][c:3]1[c:4]2[c:5]([o:6][c:7]1[C:8]([OH:9])=[NH:12])[cH:13][cH:14][cH:15][cH:16]2. Reactants: ClC1=C(C(=O)NC2=CC(=NC=C2)NC2=NC(=NC(=C2)C(C)C)Cl)C(=CC=C1)Cl (2,6-dichloro-N-(2-(2-chloro-6-isopropylpyrimidin-4-ylamino)pyridin-4-yl)benzamide), C(C)(C)N(CC)C(C)C (diisopropylethylamine), CS(=O)(=O)N1CCNCC1 (1-(methylsulfonyl)piperazine). The product is ClC1=C(C(=O)NC2=CC(=NC=C2)NC2=NC(=NC(=C2)C(C)C)N2CCN(CC2)S(=O)(=O)C)C(=CC=C1)Cl (2,6-dichloro-N-(2-(6-isopropyl-2-(4-(methylsulfonyl)piperazin-1-yl)pyrimidin-4-ylamino)pyridin-4-yl)benzamide). Isolated yield 48.3%. Conditions: temperature 140 celsius. RXN SMILES: [Cl:1][C:2]1[CH:27]=[CH:26][CH:25]=[C:24]([Cl:28])[C:3]=1[C:4]([NH:6][C:7]1[CH:12]=[CH:11][N:10]=[C:9]([NH:13][C:14]2[CH:19]=[C:18]([CH:20]([CH3:22])[CH3:21])[N:17]=[C:16](Cl)[N:15]=2)[CH:8]=1)=[O:5].C(N(C(C)C)CC)(C)C.[CH3:38][S:39]([N:42]1[CH2:47][CH2:46][NH:45][CH2:44][CH2:43]1)(=[O:41])=[O:40]>C(O)C>[Cl:28][C:24]1[CH:25]=[CH:26][CH:27]=[C:2]([Cl:1])[C:3]=1[C:4]([NH:6][C:7]1[CH:12]=[CH:11][N:10]=[C:9]([NH:13][C:14]2[CH:19]=[C:18]([CH:20]([CH3:22])[CH3:21])[N:17]=[C:16]([N:45]3[CH2:46][CH2:47][N:42]([S:39]([CH3:38])(=[O:41])=[O:40])[CH2:43][CH2:44]3)[N:15]=2)[CH:8]=1)=[O:5]. Solvent: C(C)O (ethanol). Reported procedure: To a microwave tube with a solution of 2,6-dichloro-N-(2-(2-chloro-6-isopropylpyrimidin-4-ylamino)pyridin-4-yl)benzamide (0.050 g, 0.11 mmol) in ethanol (2 mL) was added diisopropylethylamine (1.5 mL) and 1-(methylsulfonyl)piperazine (0.18 g, 1.1 mmol). The resulting mixture was heated to 140° C. under microwave irradiation for 2 hours. The mixture was cooled to room temperature and concentrated under reduced pressure. The residue was purified by prep-HPLC (Gilson GX 281, Shim-pack PRC-ODS 250 m... Starting materials: [Li]CCCCCC, C1CCOC1, CCCCCCC, CCOC(=O)c1ccc(Oc2ccc(F)cc2)nc1, C1CNCCNC1, [Na+], [OH-]. Yields the product O=C(c1ccc(Oc2ccc(F)cc2)nc1)N1CCCNCC1. Reaction SMILES: [CH2:27]([Li:28])[CH2:29][CH2:30][CH2:31][CH2:32][CH3:33].[CH2:36]1[O:37][CH2:38][CH2:39][CH2:40]1.[CH3:41][CH2:42][CH2:43][CH2:44][CH2:45][CH2:46][CH3:47].[F:8][c:9]1[cH:10][cH:11][c:12]([O:13][c:14]2[n:15][cH:16][c:17]([C:18](=[O:19])[O:20][CH2:21][CH3:22])[cH:23][cH:24]2)[cH:25][cH:26]1.[NH:1]1[CH2:2][CH2:3][NH:4][CH2:5][CH2:6][CH2:7]1.[Na+:35].[OH-:34]>>[N:1]1([C:18]([c:17]2[cH:16][n:15][c:14]([O:13][c:12]3[cH:11][cH:10][c:9]([F:8])[cH:26][cH:25]3)[cH:24][cH:23]2)=[O:19])[CH2:2][CH2:3][NH:4][CH2:5][CH2:6][CH2:7]1. The reactants are COc1cc(C=CC(=O)NC2CCC(C)CC2)ccc1OCCCl, CC(=O)CC(C)C, N, O. The product is COc1cc(C=CC(=O)NC2CCC(C)CC2)ccc1OCCN. Reaction SMILES: [CH3:1][CH:2]1[CH2:3][CH2:4][CH:5]([NH:8][C:9]([CH:10]=[CH:11][c:12]2[cH:13][c:14]([O:22][CH3:23])[c:15]([O:18][CH2:19][CH2:20][Cl:21])[cH:16][cH:17]2)=[O:24])[CH2:6][CH2:7]1.[CH3:27][C:28]([CH2:29][CH:30]([CH3:31])[CH3:32])=[O:33].[NH3:26].[OH2:25]>>[CH3:1][CH:2]1[CH2:3][CH2:4][CH:5]([NH:8][C:9]([CH:10]=[CH:11][c:12]2[cH:13][c:14]([O:22][CH3:23])[c:15]([O:18][CH2:19][CH2:20][NH2:26])[cH:16][cH:17]2)=[O:24])[CH2:6][CH2:7]1.